This data is from the Open Reaction Database (ORD), a public repository of structured organic reaction records. The task is: describe an organic reaction: reactants, conditions, products, and yield Reactants: ClC=1N=NC=C(C1C1=CC=NC=C1)C1=CC=C(C=C1)Cl (3-Chloro-5-(4-chlorophenyl)-4-(pyridin-4-yl)pyridazine), O.NN (hydrazine mono-hydrate). Solvent: N1=CC=CC=C1 (pyridine). The product is ClC1=CC=C(C=C1)C=1C(=C(N=NC1)NN)C1=CC=NC=C1 (1-(5-(4-chlorophenyl)-4-(pyridin-4-yl)pyridazin-3-yl)hydrazine). Isolated yield 87.4%. As a reaction SMILES: Cl[C:2]1[N:3]=[N:4][CH:5]=[C:6]([C:14]2[CH:19]=[CH:18][C:17]([Cl:20])=[CH:16][CH:15]=2)[C:7]=1[C:8]1[CH:13]=[CH:12][N:11]=[CH:10][CH:9]=1.O.[NH2:22][NH2:23]>N1C=CC=CC=1>[Cl:20][C:17]1[CH:18]=[CH:19][C:14]([C:6]2[C:7]([C:8]3[CH:13]=[CH:12][N:11]=[CH:10][CH:9]=3)=[C:2]([NH:22][NH2:23])[N:3]=[N:4][CH:5]=2)=[CH:15][CH:16]=1 |f:1.2|. Procedure details: 3-Chloro-5-(4-chlorophenyl)-4-(pyridin-4-yl)pyridazine (5.1 g, 16.9 mmol) was dissolved in pyridine (20 mL) and hydrazine mono-hydrate (17.0 mL, 350.5 mmol) was added. The reaction mixture was stirred at reflux for 40 min. After this time, the reaction mixture was cooled to RT and then concentrated to half of the original volume under reduced pressure. The resultant mixture was diluted with water (100 mL). The yellow colored solid was collected by filtration and rinsed thoroughly with water. The...